Dataset: the Open Reaction Database (ORD), a public repository of structured organic reaction records. Task: describe an organic reaction: reactants, conditions, products, and yield The reactants are N(=[N+]=[N-])CC=1CS[C@H]2N(C1C(=O)OC(C1=CC=CC=C1)C1=CC=CC=C1)C([C@H]2NC(CC2C(C=CC=C2)=NOCC(=O)C(C)(C)C)=O)=O (Diphenylmethyl (6R,7R)-3-azidomethyl-7-(2-tertbutylcarbonylmethoxyiminophenylacetamido)-ceph-3-em-4-carboxylate), C1(=CC=CC=C1)OC (anisole), FC(C(=O)O)(F)F (trifluoroacetic acid). Run at time 40 minute. The product is N(=[N+]=[N-])CC=1CS[C@H]2N(C1C(=O)O)C([C@H]2NC(CC2C(C=CC=C2)=NOCC(=O)O)=O)=O ((6R,7R)-3-Azidomethyl-7-(2-carboxymethoxyiminophenylacetamido)-ceph-3-em-4-carboxylic acid). RXN SMILES: [N:1]([CH2:4][C:5]1[CH2:6][S:7][C@@H:8]2[C@H:28]([NH:29][C:30](=[O:47])[CH2:31][CH:32]3[CH:37]=[CH:36][CH:35]=[CH:34][C:33]3=[N:38][O:39][CH2:40][C:41](C(C)(C)C)=[O:42])[C:27](=[O:48])[N:9]2[C:10]=1[C:11]([O:13]C(C1C=CC=CC=1)C1C=CC=CC=1)=[O:12])=[N+:2]=[N-:3].C1([O:55]C)C=CC=CC=1.FC(F)(F)C(O)=O>>[N:1]([CH2:4][C:5]1[CH2:6][S:7][C@@H:8]2[C@H:28]([NH:29][C:30](=[O:47])[CH2:31][CH:32]3[CH:37]=[CH:36][CH:35]=[CH:34][C:33]3=[N:38][O:39][CH2:40][C:41]([OH:42])=[O:55])[C:27](=[O:48])[N:9]2[C:10]=1[C:11]([OH:13])=[O:12])=[N+:2]=[N-:3]. Reported procedure: Diphenylmethyl (6R,7R)-3-azidomethyl-7-(2-tertbutylcarbonylmethoxyiminophenylacetamido)-ceph-3-em-4-carboxylate (287 mg) was added to a mixture of anisole (0.3 ml) and trifluoroacetic acid (4 ml). The solution was stirred for 40 min. then evaporated. Benzene (50 ml) was added to the residue and removed by evaporation. The residue was partitioned between ethyl acetate and sodium bicarbonate solution; and the latter was acidified (10 N-HCl) under ethyl acetate, and extracted twice more with ethyl ...